Dataset: the Open Reaction Database (ORD), a public repository of structured organic reaction records. Task: describe an organic reaction: reactants, conditions, products, and yield The product is Nc1cc(Oc2ccc(NC(=O)OCc3ccccc3)c(F)c2)ccn1. Reactants: CC(C)(C)OC(=O)Nc1cc(Oc2ccc(NC(=O)OCc3ccccc3)c(F)c2)ccn1, CCOC(C)=O, Cl. RXN SMILES: [CH2:2]([c:3]1[cH:4][cH:5][cH:6][cH:7][cH:8]1)[O:9][C:10](=[O:11])[NH:12][c:13]1[c:14]([F:34])[cH:15][c:16]([O:17][c:18]2[cH:19][c:20]([NH:24][C:25](=[O:26])[O:27][C:28]([CH3:29])([CH3:30])[CH3:31])[n:21][cH:22][cH:23]2)[cH:32][cH:33]1.[CH3:35][CH2:36][O:37][C:38](=[O:39])[CH3:40].[ClH:1]>>[CH2:2]([c:3]1[cH:4][cH:5][cH:6][cH:7][cH:8]1)[O:9][C:10](=[O:11])[NH:12][c:13]1[c:14]([F:34])[cH:15][c:16]([O:17][c:18]2[cH:19][c:20]([NH2:24])[n:21][cH:22][cH:23]2)[cH:32][cH:33]1. Reactants: B, O=C(CBr)c1cc(Br)no1, C1CCOC1. The product is OC(CBr)c1cc(Br)no1. Reaction SMILES: [BH3:11].[Br:1][c:2]1[n:3][o:4][c:5]([C:7]([CH2:8][Br:9])=[O:10])[cH:6]1.[CH2:12]1[O:13][CH2:14][CH2:15][CH2:16]1>>[Br:1][c:2]1[n:3][o:4][c:5]([CH:7]([CH2:8][Br:9])[OH:10])[cH:6]1. Starting materials: O=[Ag], OCCOCCOCCOCCOCCO, CS(=O)(=O)Cl, ClCCl. The product is CS(=O)(=O)OCCOCCOCCOCCOCCO. As a reaction SMILES: [Ag:25]=[O:26].[CH2:1]([CH2:2][O:3][CH2:4][CH2:5][O:6][CH2:7][CH2:8][O:9][CH2:10][CH2:11][O:12][CH2:13][CH2:14][OH:15])[OH:16].[CH3:17][S:18]([Cl:19])(=[O:20])=[O:21].[Cl:22][CH2:23][Cl:24]>>[CH2:1]([CH2:2][O:3][CH2:4][CH2:5][O:6][CH2:7][CH2:8][O:9][CH2:10][CH2:11][O:12][CH2:13][CH2:14][O:15][S:18]([CH3:17])(=[O:20])=[O:21])[OH:16]. Starting materials: ClC1=C(C=CC=C1)B(O)O (2-chlorophenylboronic acid), BrC=1C=C(C=NC1)C(NS(=O)(=O)CC)C1CC1 (N-((5-bromopyridin-3-yl)(cyclopropyl)methyl)ethanesulfonamide), C(=O)([O-])[O-].[Na+].[Na+] (Na2CO3). The reagents and catalysts are Cl[Pd]([P](C1=CC=CC=C1)(C2=CC=CC=C2)C3=CC=CC=C3)([P](C4=CC=CC=C4)(C5=CC=CC=C5)C6=CC=CC=C6)Cl (PdCl2(PPh3)2). The solvent is CN(C)C=O (DMF). Run at temperature 100 celsius. The product is ClC1=C(C=CC=C1)C=1C=C(C=NC1)C(NS(=O)(=O)CC)C1CC1 (N-((5-(2-chlorophenyl)pyridin-3-yl)(cyclopropyl)methyl)ethanesulfonamide). The yield is 21.4%. As a reaction SMILES: [Cl:1][C:2]1[CH:7]=[CH:6][CH:5]=[CH:4][C:3]=1B(O)O.Br[C:12]1[CH:13]=[C:14]([CH:18]([CH:25]2[CH2:27][CH2:26]2)[NH:19][S:20]([CH2:23][CH3:24])(=[O:22])=[O:21])[CH:15]=[N:16][CH:17]=1.C([O-])([O-])=O.[Na+].[Na+]>CN(C=O)C.Cl[Pd](Cl)([P](C1C=CC=CC=1)(C1C=CC=CC=1)C1C=CC=CC=1)[P](C1C=CC=CC=1)(C1C=CC=CC=1)C1C=CC=CC=1>[Cl:1][C:2]1[CH:7]=[CH:6][CH:5]=[CH:4][C:3]=1[C:12]1[CH:13]=[C:14]([CH:18]([CH:25]2[CH2:27][CH2:26]2)[NH:19][S:20]([CH2:23][CH3:24])(=[O:21])=[O:22])[CH:15]=[N:16][CH:17]=1 |f:2.3.4,^1:41,60|. Reported procedure: A mixture of 2-chlorophenylboronic acid (24 mg, 0.16 mmol), N-((5-bromopyridin-3-yl)(cyclopropyl)methyl)ethanesulfonamide (50 mg, 0.16 mmol), PdCl2(PPh3)2 (9 mg, 0.01 mmol) and Na2CO3 (2 M in water, 0.16 mL, 0.32 mmol) in DMF(1.5 mL) was heated at 100° C. for 2 h. After concentration, the residue was dissolved in DCM and filtered. The filtrates were concentrated and purified by flash column (EtOAc/Heptane, v/v, 0-40%) to give the title compound (12 mg, 23%); ESI-MS m/z: 351 [M+1]+, 1H-NMR (MeOD,... The reactants are [OH-].[K+] (KOH), C(C)(C)(C)OC(=O)N1[C@@H](CC1)COC=1C=NC=C(C1)C#C[Si](C)(C)C (3-[[1-(tert-butoxycarbonyl)-2(S)-azetidinyl]methoxy]-5-[(trimethylsilyl)ethynyl]pyridine), CCOC(=O)C (EtOAc), CCOC(=O)C.CCCCCC (EtOAc hexane). The solvent is CO (methanol), CO (methanol). Run at time 105 minute. The product is C(C)(C)(C)OC(=O)N1[C@@H](CC1)COC=1C=NC=C(C1)C#C (3-[[1-(tert-Butoxycarbonyl)-2(S)-azetidinyl]methoxy]-5-ethynylpyridine). Reaction SMILES: [OH-].[K+].[C:3]([O:7][C:8]([N:10]1[CH2:13][CH2:12][C@H:11]1[CH2:14][O:15][C:16]1[CH:17]=[N:18][CH:19]=[C:20]([C:22]#[C:23][Si](C)(C)C)[CH:21]=1)=[O:9])([CH3:6])([CH3:5])[CH3:4].CCOC(C)=O.CCCCCC.CCOC(C)=O>CO>[C:3]([O:7][C:8]([N:10]1[CH2:13][CH2:12][C@H:11]1[CH2:14][O:15][C:16]1[CH:17]=[N:18][CH:19]=[C:20]([C:22]#[CH:23])[CH:21]=1)=[O:9])([CH3:6])([CH3:5])[CH3:4] |f:0.1,3.4|. Procedure details: In a 50 mL round-bottom flask with stir bar, a solution of KOH (174 mg) in methanol (4 mL) was added to a solution of 3-[[1-(tert-butoxycarbonyl)-2(S)-azetidinyl]methoxy]-5-[(trimethylsilyl)ethynyl]pyridine (560 mg, 1.55 mmol) in methanol (1 mL). The flask was loosely closed with a rubber stopper, and the mixture was stirred at room temperature for 3 h. A TLC taken after 105 min (silica gel, EtOAc/hexane 55:45) showed traces of starting material (Rf 0.6) and a new spot (Rf 0.5). The mixture was ... Reactants: O=C([O-])[O-], CC(C)CCn1c(CCl)nc2cc(CNC(=O)OC(C)(C)C)ccc21, Cl, [Cs+], [Cs+], O=C1Nc2ncccc2C1=NOCCF, CN(C)C=O. The product is CC(C)CCn1c(CN2C(=O)C(=NOCCF)c3cccnc32)nc2cc(CNC(=O)OC(C)(C)C)ccc21. As a reaction SMILES: [C:16](=[O:17])([O-:18])[O-:19].[C:22]([CH3:23])([CH3:24])([CH3:25])[O:26][C:27]([NH:28][CH2:29][c:30]1[cH:31][c:32]2[c:33]([n:34]([CH2:39][CH2:40][CH:41]([CH3:42])[CH3:43])[c:35]([CH2:37][Cl:38])[n:36]2)[cH:44][cH:45]1)=[O:46].[ClH:47].[Cs+:20].[Cs+:21].[F:1][CH2:2][CH2:3][O:4][N:5]=[C:6]1[C:7](=[O:15])[NH:8][c:9]2[n:10][cH:11][cH:12][cH:13][c:14]21.[O:48]=[CH:49][N:50]([CH3:51])[CH3:52]>>[F:1][CH2:2][CH2:3][O:4][N:5]=[C:6]1[C:7](=[O:15])[N:8]([CH2:37][c:35]2[n:34]([CH2:39][CH2:40][CH:41]([CH3:42])[CH3:43])[c:33]3[c:32]([cH:31][c:30]([CH2:29][NH:28][C:27]([O:26][C:22]([CH3:23])([CH3:24])[CH3:25])=[O:46])[cH:45][cH:44]3)[n:36]2)[c:9]2[n:10][cH:11][cH:12][cH:13][c:14]21. Starting materials: BrC1=CC2=C(C(CCO2)CNC(OC(C)(C)C)=O)C=C1 (tert-butyl N-[(7-bromo-3,4-dihydro-2H-1-benzopyran-4-yl)methyl]carbamate), CNCC1=CC=CC=C1 (N-methyl-benzylamine), C(=O)([O-])[O-].[Cs+].[Cs+] (Cs2CO3). Reagents/catalysts: CC(=O)[O-].CC(=O)[O-].[Pd+2] (Pd(OAc)2), C=1C=CC(=CC1)P(C=2C=CC=CC2)C3=CC=C4C=CC=CC4=C3C5=C6C=CC=CC6=CC=C5P(C=7C=CC=CC7)C=8C=CC=CC8 (BINAP). Solvent: C1(=CC=CC=C1)C (toluene). Conditions: temperature 100 celsius, time 8 hour. The product is C(C1=CC=CC=C1)N(C1=CC2=C(C(CCO2)CNC(OC(C)(C)C)=O)C=C1)C (tert-butyl N-({7-[benzyl(methyl)amino]-3,4-dihydro-2H-1-benzopyran-4-yl}methyl)carbamate). The yield is 64.8%. RXN SMILES: Br[C:2]1[CH:20]=[CH:19][C:5]2[CH:6]([CH2:10][NH:11][C:12](=[O:18])[O:13][C:14]([CH3:17])([CH3:16])[CH3:15])[CH2:7][CH2:8][O:9][C:4]=2[CH:3]=1.[CH3:21][NH:22][CH2:23][C:24]1[CH:29]=[CH:28][CH:27]=[CH:26][CH:25]=1.C([O-])([O-])=O.[Cs+].[Cs+]>C1(C)C=CC=CC=1.CC([O-])=O.CC([O-])=O.[Pd+2].C1C=CC(P(C2C(C3C(P(C4C=CC=CC=4)C4C=CC=CC=4)=CC=C4C=3C=CC=C4)=C3C(C=CC=C3)=CC=2)C2C=CC=CC=2)=CC=1>[CH2:23]([N:22]([CH3:21])[C:2]1[CH:20]=[CH:19][C:5]2[CH:6]([CH2:10][NH:11][C:12](=[O:18])[O:13][C:14]([CH3:17])([CH3:16])[CH3:15])[CH2:7][CH2:8][O:9][C:4]=2[CH:3]=1)[C:24]1[CH:29]=[CH:28][CH:27]=[CH:26][CH:25]=1 |f:2.3.4,6.7.8|. Procedure: To a solution of tert-butyl N-[(7-bromo-3,4-dihydro-2H-1-benzopyran-4-yl)methyl]carbamate (500 mg, 1.46 mmol) in toluene (10 mL) was added N-methyl-benzylamine (212 mg, 1.75 mmol), Cs2CO3 (950 mg, 2.92 mmol), BINAP (44 mg, 0.07 mmol) and Pd(OAc)2 (16 mg, 0.07 mmol). The mixture was stirred overnight at 100° C. under nitrogen. The mixture was filtered and concentrated, and the residue was purified by prep-HPLC to give 362 mg (65%) of the title compound as a colorless gum. [M+H] Calc'd for C23H30N... Starting materials: CC(COC(=O)NC=1C=C(C=CC1)OC(=O)Cl)C (chloroformic acid-3-(2-methylpropoxycarbonylamino)-phenyl ester), C([O-])([O-])=O.[K+].[K+] (potassium carbonate), ClC1=CC=C(NC)C=C1 (4-chloro-N-methylaniline). Run in C(C)OC(C)=O (acetic acid ethyl ester), O (water), C(C)OC(C)=O (acetic acid ethyl ester), O (water). Reaction conditions: time 30 minute. The product is CC(COC(=O)NC=1C=C(C=CC1)OC(N(C1=CC=C(C=C1)Cl)C)=O)C (4-Chloro-N-methylcarbanilic acid (3-(2-methylpropoxycarbonylamino)-phenyl)ester). Reaction SMILES: [Cl:1][C:2]1[CH:9]=[CH:8][C:5]([NH:6][CH3:7])=[CH:4][CH:3]=1.[CH3:10][CH:11]([CH3:27])[CH2:12][O:13][C:14]([NH:16][C:17]1[CH:18]=[C:19]([O:23][C:24](Cl)=[O:25])[CH:20]=[CH:21][CH:22]=1)=[O:15].C(=O)([O-])[O-].[K+].[K+]>C(OC(=O)C)C.O>[CH3:10][CH:11]([CH3:27])[CH2:12][O:13][C:14]([NH:16][C:17]1[CH:18]=[C:19]([O:23][C:24](=[O:25])[N:6]([CH3:7])[C:5]2[CH:8]=[CH:9][C:2]([Cl:1])=[CH:3][CH:4]=2)[CH:20]=[CH:21][CH:22]=1)=[O:15] |f:2.3.4|. Reported procedure: A solution of 14.2 g (0.1 mole) 4-chloro-N-methylaniline in 100 ml acetic acid ethyl ester is mixed with 50 ml water. Then a solution of 27.2 g (0.1 mole) chloroformic acid-3-(2-methylpropoxycarbonylamino)-phenyl ester in 100 ml acetic acid ethyl ester and simultaneously a solution of 13.8 g (0.1 mole) potassium carbonate in 50 ml water is added in drops within 20 minutes while agitating and cooling to 10° to 15° C. Agitation is continued at 15° C. for another 30 minutes. Then the organic phase ... Reactants: Cl.CN1CCC=2C(CC1)=CC(C(C2SC2=CC=CC=C2)=O)=O (3-methyl-6-phenylthio-2,3,4,5-tetrahydro-1H-3-benzazepine-7,8-dione hydrochloride), Cl (hydrogen chloride). Solvent: CO (methanol). Run at time 1 hour. Yields the product ClC1=C(C(=C(C2=C1CCN(CC2)C)SC2=CC=CC=C2)O)O (9-chloro-7,8-dihydroxy-3-methyl-6-phenylthio-2,3,4,5-tetrahydro-1H-3-benzazepine). RXN SMILES: [ClH:1].[CH3:2][N:3]1[CH2:9][CH2:8][C:7]2=[CH:10][C:11](=[O:22])[C:12](=[O:21])[C:13]([S:14][C:15]3[CH:20]=[CH:19][CH:18]=[CH:17][CH:16]=3)=[C:6]2[CH2:5][CH2:4]1.Cl>CO>[Cl:1][C:10]1[C:7]2[CH2:8][CH2:9][N:3]([CH3:2])[CH2:4][CH2:5][C:6]=2[C:13]([S:14][C:15]2[CH:16]=[CH:17][CH:18]=[CH:19][CH:20]=2)=[C:12]([OH:21])[C:11]=1[OH:22] |f:0.1|. Procedure: A solution of 5 g. (0.0166 mole) of 7,8-dihydroxy-3-methyl-6-phenylthio-2,3,4,5-tetrahydro-1H-3-benzazepine in 250 ml. of methanol was acidified with ethereal hydrogen chloride to yield the hydrochloride salt. The latter was dissolved in 300 ml. of methanol and 4.0 g. (0.0176 mole) of 2,3-dichloro-5,6-dicyano-1,4-benzoquinone was added portionwise under nitrogen and the mixture stirred at room temperature for 20 minutes. Ether was added to the reaction mixture and the solvents decanted to leave ... Reactants: O=C([O-])[O-], CCOC(=O)COc1ccc(S)cc1C, CC#N, FC(F)(F)c1ccc(-c2nc(CCc3ccccc3)c(CCl)s2)cc1, [Cs+], [Cs+]. The product is CCOC(=O)COc1ccc(SCc2sc(-c3ccc(C(F)(F)F)cc3)nc2CCc2ccccc2)cc1C. RXN SMILES: [C:41](=[O:42])([O-:43])[O-:44].[CH2:26]([CH3:27])[O:28][C:29]([CH2:30][O:31][c:32]1[c:33]([CH3:39])[cH:34][c:35]([SH:38])[cH:36][cH:37]1)=[O:40].[CH3:47][C:48]#[N:49].[Cl:1][CH2:2][c:3]1[c:4]([CH2:18][CH2:19][c:20]2[cH:21][cH:22][cH:23][cH:24][cH:25]2)[n:5][c:6](-[c:8]2[cH:9][cH:10][c:11]([C:14]([F:15])([F:16])[F:17])[cH:12][cH:13]2)[s:7]1.[Cs+:45].[Cs+:46]>>[CH2:2]([c:3]1[c:4]([CH2:18][CH2:19][c:20]2[cH:21][cH:22][cH:23][cH:24][cH:25]2)[n:5][c:6](-[c:8]2[cH:9][cH:10][c:11]([C:14]([F:15])([F:16])[F:17])[cH:12][cH:13]2)[s:7]1)[S:38][c:35]1[cH:34][c:33]([CH3:39])[c:32]([O:31][CH2:30][C:29]([O:28][CH2:26][CH3:27])=[O:40])[cH:37][cH:36]1.